This data is from the Open Reaction Database (ORD), a public repository of structured organic reaction records. The task is: describe an organic reaction: reactants, conditions, products, and yield Reported procedure: A solution of 4-(4-phenylbutoxy)-2-fluorobenzyl alcohol (1.38 g, 5.03 mmol) in dichloromethane (50 ml) was added with pyridinium chlorochromate (1.63 g, 7.54 mmol), stirring at room temperature for 1 h. After that the reaction mixture was filtered on celite, washing with dichloromethane. After drying and removing the solvent, the resulting crude was purified by chromatography through a silica gel column, eluting with dichloromethane, thereby recovering 1.02 g of the title compound (74% yield). Yield: 74.5%. Product: C1(=CC=CC=C1)CCCCOC1=CC(=C(C=O)C=C1)F (4-(4-Phenylbutoxy)-2-fluorobenzaldehyde). As a reaction SMILES: [C:1]1([CH2:7][CH2:8][CH2:9][CH2:10][O:11][C:12]2[CH:19]=[CH:18][C:15]([CH2:16][OH:17])=[C:14]([F:20])[CH:13]=2)[CH:6]=[CH:5][CH:4]=[CH:3][CH:2]=1.[Cr](Cl)([O-])(=O)=O.[NH+]1C=CC=CC=1>ClCCl>[C:1]1([CH2:7][CH2:8][CH2:9][CH2:10][O:11][C:12]2[CH:19]=[CH:18][C:15]([CH:16]=[O:17])=[C:14]([F:20])[CH:13]=2)[CH:6]=[CH:5][CH:4]=[CH:3][CH:2]=1 |f:1.2|. Reactants: C1(=CC=CC=C1)CCCCOC1=CC(=C(CO)C=C1)F (4-(4-phenylbutoxy)-2-fluorobenzyl alcohol), [Cr](=O)(=O)([O-])Cl.[NH+]1=CC=CC=C1 (pyridinium chlorochromate). Solvent: ClCCl (dichloromethane). Reaction conditions: time 1 hour. Reactants: O=C1N(C(c2ccccc2)c2ccccc2)c2cccc(Br)c2C12COc1cc3c(cc12)OCCO3, CN(C)C=O, [Na+], [Na+], O=C([O-])[O-], c1ccc(P(c2ccccc2)(c2ccccc2)[Pd](P(c2ccccc2)(c2ccccc2)c2ccccc2)(P(c2ccccc2)(c2ccccc2)c2ccccc2)P(c2ccccc2)(c2ccccc2)c2ccccc2)cc1, OB(O)c1cnc2ccccc2c1. Yields the product O=C1N(C(c2ccccc2)c2ccccc2)c2cccc(-c3cnc4ccccc4c3)c2C12COc1cc3c(cc12)OCCO3. As a reaction SMILES: [Br:1][c:2]1[c:3]2[c:4]([cH:5][cH:6][cH:7]1)[N:8]([CH:24]([c:25]1[cH:26][cH:27][cH:28][cH:29][cH:30]1)[c:31]1[cH:32][cH:33][cH:34][cH:35][cH:36]1)[C:9](=[O:23])[C:10]21[CH2:11][O:12][c:13]2[cH:14][c:15]3[c:16]([cH:21][c:22]21)[O:17][CH2:18][CH2:19][O:20]3.[CH3:133][N:134]([CH3:135])[CH:136]=[O:137].[Na+:50].[Na+:51].[O-:52][C:53](=[O:54])[O-:55].[cH:56]1[cH:57][cH:58][c:59]([P:60]([Pd:61]([P:62]([c:63]2[cH:64][cH:65][cH:66][cH:67][cH:68]2)([c:69]2[cH:70][cH:71][cH:72][cH:73][cH:74]2)[c:75]2[cH:76][cH:77][cH:78][cH:79][cH:80]2)([P:81]([c:82]2[cH:83][cH:84][cH:85][cH:86][cH:87]2)([c:88]2[cH:89][cH:90][cH:91][cH:92][cH:93]2)[c:94]2[cH:95][cH:96][cH:97][cH:98][cH:99]2)[P:100]([c:101]2[cH:102][cH:103][cH:104][cH:105][cH:106]2)([c:107]2[cH:108][cH:109][cH:110][cH:111][cH:112]2)[c:113]2[cH:114][cH:115][cH:116][cH:117][cH:118]2)([c:119]2[cH:120][cH:121][cH:122][cH:123][cH:124]2)[c:125]2[cH:126][cH:127][cH:128][cH:129][cH:130]2)[cH:131][cH:132]1.[n:37]1[cH:38][c:39]([B:47]([OH:48])[OH:49])[cH:40][c:41]2[cH:42][cH:43][cH:44][cH:45][c:46]12>>[c:2]1(-[c:39]2[cH:38][n:37][c:46]3[c:41]([cH:40]2)[cH:42][cH:43][cH:44][cH:45]3)[c:3]2[c:4]([cH:5][cH:6][cH:7]1)[N:8]([CH:24]([c:25]1[cH:26][cH:27][cH:28][cH:29][cH:30]1)[c:31]1[cH:32][cH:33][cH:34][cH:35][cH:36]1)[C:9](=[O:23])[C:10]21[CH2:11][O:12][c:13]2[cH:14][c:15]3[c:16]([cH:21][c:22]21)[O:17][CH2:18][CH2:19][O:20]3. RXN SMILES: [NH2:1][C:2]1[CH:33]=[CH:32][CH:31]=[CH:30][C:3]=1[O:4][C:5]1[C:10]([Cl:11])=[CH:9][N:8]=[C:7]([NH:12][C:13]2[CH:18]=[CH:17][C:16]([N:19]3[CH2:24][CH2:23][N:22]([C:25](=[O:27])[CH3:26])[CH2:21][CH2:20]3)=[CH:15][C:14]=2[O:28][CH3:29])[N:6]=1.CCN(C(C)C)C(C)C.[C:43](Cl)(=[O:46])[CH:44]=[CH2:45].CO>C(Cl)Cl.C(Cl)(Cl)Cl>[C:25]([N:22]1[CH2:23][CH2:24][N:19]([C:16]2[CH:17]=[CH:18][C:13]([NH:12][C:7]3[N:6]=[C:5]([O:4][C:3]4[CH:30]=[CH:31][CH:32]=[CH:33][C:2]=4[NH:1][C:43](=[O:46])[CH:44]=[CH2:45])[C:10]([Cl:11])=[CH:9][N:8]=3)=[C:14]([O:28][CH3:29])[CH:15]=2)[CH2:20][CH2:21]1)(=[O:27])[CH3:26]. Product: C(C)(=O)N1CCN(CC1)C1=CC(=C(C=C1)NC1=NC=C(C(=N1)OC1=C(C=CC=C1)NC(C=C)=O)Cl)OC (N-(2-(2-(4-(4-acetylpiperazin-1-yl)-2-methoxyphenylamino)-5-chloropyrimidin-4-yloxy)phenyl) acrylamide). The solvent is C(Cl)Cl (DCM), C(Cl)(Cl)Cl (chloroform). Run at time 15 minute. The reactants are NC1=C(OC2=NC(=NC=C2Cl)NC2=C(C=C(C=C2)N2CCN(CC2)C(C)=O)OC)C=CC=C1 (1-(4-(4-(4-(2-aminophenoxy)-5-chloropyrimidin-2-ylamino)-3-methoxy phenyl)piperazin-1-yl)ethanone), CCN(C(C)C)C(C)C (DIPEA), C(C=C)(=O)Cl (acryloyl chloride), CO (methanol). Procedure details: To a stirred solution of 1-(4-(4-(4-(2-aminophenoxy)-5-chloropyrimidin-2-ylamino)-3-methoxy phenyl)piperazin-1-yl)ethanone (75 mg, 0.16 mmol) in DCM (5 mL), DIPEA (42 mg, 0.33 mmol) and acryloyl chloride (15 mg, 0.165 mmol) were added at −78° C., and the mixture was stirred for 15 min. TLC showed completion of starting material (TLC system: 10% methanol in chloroform (Rf): 0.2). The reaction mixture was quenched with water (15 mL) and extracted with DCM (2×10 mL). The organic layer was separated...